Dataset: the Open Reaction Database (ORD), a public repository of structured organic reaction records. Task: describe an organic reaction: reactants, conditions, products, and yield The product is Cc1ccc(C)n1CCNC(=O)Nc1ccc(Cl)cc1. As a reaction SMILES: [CH3:21][CH2:22][O:23][CH2:24][CH3:25].[Cl:1][c:2]1[cH:3][cH:4][c:5]([N:8]=[C:9]=[O:10])[cH:6][cH:7]1.[NH2:11][CH2:12][CH2:13][n:14]1[c:15]([CH3:20])[cH:16][cH:17][c:18]1[CH3:19].[O:26]1[CH2:27][CH2:28][CH2:29][CH2:30]1>>[Cl:1][c:2]1[cH:3][cH:4][c:5]([NH:8][C:9](=[O:10])[NH:11][CH2:12][CH2:13][n:14]2[c:15]([CH3:20])[cH:16][cH:17][c:18]2[CH3:19])[cH:6][cH:7]1. The reactants are CCOCC, O=C=Nc1ccc(Cl)cc1, Cc1ccc(C)n1CCN, C1CCOC1. Reactants: C(=O)(OCC1=CC=CC=C1)N1[C@H](C(=O)O)CC(C1)(CC1=CC=CC=C1)O (N-carbobenzyloxy-4-hydroxy-4-(phenylmethyl)-L-proline), C(=O)(OCC1=CC=CC=C1)N1[C@H](C(=O)O)CC(C1)(CC1=CC=CC=C1)O (N-Carbobenzyloxy-4-hydroxy-4-(phenylmethyl)-L-proline), C(C)(=O)SCC(=O)N1[C@H](C(=O)O)CC(C1)(CC1=CC=CC=C1)O (1-[2-(Acetylthio)-1-oxoethyl]-4-hydroxy-4-(phenylmethyl)-L-proline). Yields the product OC1(C[C@H](NC1)C(=O)O)CC1=CC=CC=C1 (4-hydroxy-4-(phenylmethyl)-L-proline). As a reaction SMILES: C([N:11]1[CH2:18][C:17]([OH:26])([CH2:19][C:20]2[CH:25]=[CH:24][CH:23]=[CH:22][CH:21]=2)[CH2:16][C@H:12]1[C:13]([OH:15])=[O:14])(OCC1C=CC=CC=1)=O.C(SCC(N1CC(O)(CC2C=CC=CC=2)C[C@H]1C(O)=O)=O)(=O)C>>[OH:26][C:17]1([CH2:19][C:20]2[CH:25]=[CH:24][CH:23]=[CH:22][CH:21]=2)[CH2:18][NH:11][C@H:12]([C:13]([OH:15])=[O:14])[CH2:16]1. Reported procedure: The N-carbobenzyloxy-4-hydroxy-4-(phenylmethyl)-L-proline from part (a) is hydrogenated according to the procedure of Example 1 (b) to yield 4-hydroxy-4-(phenylmethyl)-L-proline. This amino acid is then reacted with 2-acetylthioacetyl chloride according to the procedure of Example 1 (c) to yield 1-[2-(acetylthio)-1-oxoethyl]-4-hydroxy-4-(phenylmethyl)-L-proline. The reactants are C([O-])([O-])=O.[K+].[K+] (potassium carbonate), ClC1=C(C(=O)C(C(=O)OCC)=CNC2=CC=C(C=C2)F)C=C(C(=C1)F)F (ethyl 2-(2-chloro-4,5-difluorobenzoyl)-3-(4-fluoroanilino)-acrylate), O (water). Run in CN(C=O)C (dimethylformamide). Yields the product FC1=CC=C(C=C1)N1C=C(C(C2=CC(=C(C=C12)F)F)=O)C(=O)OCC (ethyl 1-(4-fluorophenyl)-6,7-difluoro-1,4-dihydro-4-oxoquinolin-3-carboxylate). As a reaction SMILES: Cl[C:2]1[CH:24]=[C:23]([F:25])[C:22]([F:26])=[CH:21][C:3]=1[C:4]([C:6](=[CH:12][NH:13][C:14]1[CH:19]=[CH:18][C:17]([F:20])=[CH:16][CH:15]=1)[C:7]([O:9][CH2:10][CH3:11])=[O:8])=[O:5].C(=O)([O-])[O-].[K+].[K+].O>CN(C)C=O>[F:20][C:17]1[CH:18]=[CH:19][C:14]([N:13]2[C:2]3[C:3](=[CH:21][C:22]([F:26])=[C:23]([F:25])[CH:24]=3)[C:4](=[O:5])[C:6]([C:7]([O:9][CH2:10][CH3:11])=[O:8])=[CH:12]2)=[CH:15][CH:16]=1 |f:1.2.3|. Procedure details: 19.2 g of ethyl 2-(2-chloro-4,5-difluorobenzoyl)-3-(4-fluoroanilino)-acrylate was dissolved in 95 ml of dimethylformamide, and 8.3 g of potassium carbonate was added thereto. The mixture was heated for 60 minutes at a temperature of from 100° to 110° C. The reaction mixture was returned to room temperature and poured into water. Precipitated crystals were collected by filtration and washed with ethonol. 15.6 g (90%). Reactants: CC(=O)O, CO, COc1ccc(Oc2nc(Cl)ncc2[N+](=O)[O-])cc1, [Zn]. Yields the product COc1ccc(Oc2nc(Cl)ncc2N)cc1. Reaction SMILES: [CH3:20][C:21](=[O:22])[OH:23].[CH3:25][OH:26].[Cl:1][c:2]1[n:3][cH:4][c:5]([N+:17]([O-:18])=[O:19])[c:6]([O:8][c:9]2[cH:10][cH:11][c:12]([O:15][CH3:16])[cH:13][cH:14]2)[n:7]1.[Zn:24]>>[Cl:1][c:2]1[n:3][cH:4][c:5]([NH2:17])[c:6]([O:8][c:9]2[cH:10][cH:11][c:12]([O:15][CH3:16])[cH:13][cH:14]2)[n:7]1. Starting materials: ClC(Cl)(OC(OC(Cl)(Cl)Cl)=O)Cl (triphosgene), CC1=C(C(=O)OC(C)(C)C)C=C(C=C1)N (tert-butyl 2-methyl-5-aminobenzoate), resultant mixture, ice water, O=C1[C@@H](CN(C2=C(N1)C=CC=C2)C2CCCCC2)N ((R)-(−)-2-oxo-3-amino-5-cyclohexyl-1,3,4,5-tetrahydro-2H-1,5-benzodiazepine). Run in O1CCCC1 (tetrahydrofuran), C(C)N(CC)CC (triethylamine). Conditions: time 15 minute. Product: O=C1[C@@H](CN(C2=C(N1)C=CC=C2)C2CCCCC2)NC(=O)NC2=CC(=C(C=C2)C)C(=O)OC(C)(C)C ((R)-(−)-1-(2-oxo-5-cyclohexyl-1,3,4,5-tetrahydro-2H-1,5-benzodiazepin-3-yl)-3-(3-tert-butoxycarbonyl-4-methylphenyl)urea). Isolated yield 256.3%. Reaction SMILES: ClC(Cl)(O[C:5](=[O:11])OC(Cl)(Cl)Cl)Cl.[CH3:13][C:14]1[CH:26]=[CH:25][C:24]([NH2:27])=[CH:23][C:15]=1[C:16]([O:18][C:19]([CH3:22])([CH3:21])[CH3:20])=[O:17].[O:28]=[C:29]1[NH:35][C:34]2[CH:36]=[CH:37][CH:38]=[CH:39][C:33]=2[N:32]([CH:40]2[CH2:45][CH2:44][CH2:43][CH2:42][CH2:41]2)[CH2:31][C@H:30]1[NH2:46]>O1CCCC1.C(N(CC)CC)C>[O:28]=[C:29]1[NH:35][C:34]2[CH:36]=[CH:37][CH:38]=[CH:39][C:33]=2[N:32]([CH:40]2[CH2:45][CH2:44][CH2:43][CH2:42][CH2:41]2)[CH2:31][C@H:30]1[NH:46][C:5]([NH:27][C:24]1[CH:25]=[CH:26][C:14]([CH3:13])=[C:15]([C:16]([O:18][C:19]([CH3:22])([CH3:20])[CH3:21])=[O:17])[CH:23]=1)=[O:11]. Procedure: Under ice-cooling, triphosgene (456 mg) was added to a solution of tert-butyl 2-methyl-5-aminobenzoate (850 mg) in anhydrous tetrahydrofuran (50 ml), triethylamine (1.85 ml) was added thereto five times each 0.37 ml over a 15 minutes after divided into five portions. After the mixture was stirred at room temperature for 5 minutes, (R)-(−)-2-oxo-3-amino-5-cyclohexyl-1,3,4,5-tetrahydro-2H-1,5-benzodiazepine (1.04 g) was added under ice-cooling. The resultant mixture was stirred at room temperature... Reactants: CC1(OCCO1)C1=CC=C(S1)CN1N=CC(=N1)N (2-[5-(2-methyl-[1,3]dioxolan-2-yl)-thiophen-2-ylmethyl]-2H-[1,2,3]triazol-4-ylamine), COC=1C=C(C=CC1)C1=C(N=CO1)C(=O)O (5-(3-methoxy-phenyl)-oxazole-4-carboxylic acid). The product is C(C)(=O)C1=CC=C(S1)CN1N=CC(=N1)NC(=O)C=1N=COC1C1=CC(=CC=C1)OC (5-(3-Methoxy-phenyl)-oxazole-4-carboxylic acid [2-(5-acetyl-thiophen-2-ylmethyl)-2H-[1,2,3]triazol-4-yl]-amide). RXN SMILES: [CH3:1][C:2]1([C:7]2[S:11][C:10]([CH2:12][N:13]3[N:17]=[C:16]([NH2:18])[CH:15]=[N:14]3)=[CH:9][CH:8]=2)[O:6]CCO1.[CH3:19][O:20][C:21]1[CH:22]=[C:23]([C:27]2[O:31][CH:30]=[N:29][C:28]=2[C:32](O)=[O:33])[CH:24]=[CH:25][CH:26]=1>>[C:2]([C:7]1[S:11][C:10]([CH2:12][N:13]2[N:17]=[C:16]([NH:18][C:32]([C:28]3[N:29]=[CH:30][O:31][C:27]=3[C:23]3[CH:24]=[CH:25][CH:26]=[C:21]([O:20][CH3:19])[CH:22]=3)=[O:33])[CH:15]=[N:14]2)=[CH:9][CH:8]=1)(=[O:6])[CH3:1]. Reported procedure: Following general procedure A followed by B, starting from 2-[5-(2-methyl-[1,3]dioxolan-2-yl)-thiophen-2-ylmethyl]-2H-[1,2,3]triazol-4-ylamine and 5-(3-methoxy-phenyl)-oxazole-4-carboxylic acid. Reactants: ClCC1=CC=C(C(=O)NC=2C3=C(N(N2)C(=O)OC(C)(C)C)SC(=C3)C(=O)NN(C3=CC=CC=C3)C)C=C1 (tert-butyl 3-(4-chloromethylbenzoylamino)-5-(N′-methyl-N′-phenylhydrazinocarbonyl)thieno[2,3-c]pyrazole-1-carboxylate), ClCC1=CC=C(C(=O)NC=2C3=C(N(N2)C(=O)OC(C)(C)C)SC(=C3)C(=O)NN(C)C3=CC=C(C=C3)Cl)C=C1 (tert-butyl 3-(4-chloromethylbenzoylamino)-5-(N′-(4-chlorophenyl)-N′-methylhydrazinocarbonyl)-thieno[2,3-c]pyrazole-1-carboxylate), N1CCNCC1 (piperazine). Reagents/catalysts: [I-].C(CCC)[N+](CCCC)(CCCC)CCCC (tetrabutylammonium iodide). The solvent is CN(C=O)C (dimethylformamide). Conditions: temperature 25 celsius, time 16 hour. The product is CN(NC(=O)C1=CC2=C(NN=C2NC(C2=CC=C(C=C2)CN2CCNCC2)=O)S1)C1=CC=CC=C1 (N-[5-(N′-methyl-N′-phenylhydrazinocarbonyl)-1H-thieno[2,3-c]pyrazol-3-yl]-4-piperazin-1-ylmethylbenzamide). RXN SMILES: [NH:1]1[CH2:6][CH2:5][NH:4][CH2:3][CH2:2]1.Cl[CH2:8][C:9]1[CH:43]=[CH:42][C:12]([C:13]([NH:15][C:16]2[C:17]3[CH:30]=[C:29]([C:31]([NH:33][N:34]([CH3:41])[C:35]4[CH:40]=[CH:39][CH:38]=[CH:37][CH:36]=4)=[O:32])[S:28][C:18]=3[N:19](C(OC(C)(C)C)=O)[N:20]=2)=[O:14])=[CH:11][CH:10]=1.ClCC1C=CC(C(NC2C3C=C(C(NN(C4C=CC(Cl)=CC=4)C)=O)SC=3N(C(OC(C)(C)C)=O)N=2)=O)=CC=1>[I-].C([N+](CCCC)(CCCC)CCCC)CCC.CN(C)C=O>[CH3:41][N:34]([C:35]1[CH:40]=[CH:39][CH:38]=[CH:37][CH:36]=1)[NH:33][C:31]([C:29]1[S:28][C:18]2[NH:19][N:20]=[C:16]([NH:15][C:13](=[O:14])[C:12]3[CH:42]=[CH:43][C:9]([CH2:8][N:1]4[CH2:6][CH2:5][NH:4][CH2:3][CH2:2]4)=[CH:10][CH:11]=3)[C:17]=2[CH:30]=1)=[O:32] |f:3.4|. Reported procedure: 27 mg (74 μmol) of tetrabutylammonium iodide, followed by 96 mg (1.11 mmol) of piperazine, are added to a solution of 200 mg (0.37 mmol) of an approximately 70:30 mixture of tert-butyl 3-(4-chloromethylbenzoylamino)-5-(N′-methyl-N′-phenylhydrazinocarbonyl)thieno[2,3-c]pyrazole-1-carboxylate and tert-butyl 3-(4-chloromethylbenzoylamino)-5-(N′-(4-chlorophenyl)-N′-methylhydrazinocarbonyl)-thieno[2,3-c]pyrazole-1-carboxylate in 6 mL of dimethylformamide under argon. The reaction mixture is stirred a... The reactants are [BH4-], CO, CC(C)(C(=O)O)c1cccc(Oc2ccc(C(F)(F)F)cc2C=O)c1, [Na+]. Product: CC(C)(C(=O)O)c1cccc(Oc2ccc(C(F)(F)F)cc2CO)c1. As a reaction SMILES: [BH4-:26].[CH3:28][OH:29].[CH:1](=[O:2])[c:3]1[c:4]([O:5][c:6]2[cH:7][c:8]([C:12]([C:13](=[O:14])[OH:15])([CH3:16])[CH3:17])[cH:9][cH:10][cH:11]2)[cH:18][cH:19][c:20]([C:22]([F:23])([F:24])[F:25])[cH:21]1.[Na+:27]>>[CH2:1]([OH:2])[c:3]1[c:4]([O:5][c:6]2[cH:7][c:8]([C:12]([C:13](=[O:14])[OH:15])([CH3:16])[CH3:17])[cH:9][cH:10][cH:11]2)[cH:18][cH:19][c:20]([C:22]([F:23])([F:24])[F:25])[cH:21]1.